From a dataset of the Open Reaction Database (ORD), a public repository of structured organic reaction records. describe an organic reaction: reactants, conditions, products, and yield The reactants are ClC1=C(C=CC(=C1)Cl)O (2,4-dichlorophenol), ClS(=O)(=O)O (chlorosulfonic acid). Run in O (water). Run at temperature 24 celsius, time 10 minute. The product is solution, OC1=C(C=C(C=C1Cl)Cl)S(=O)(=O)Cl (2-hydroxy-3,5-dichlorobenzenesulfonyl chloride), C(Cl)Cl (CH2Cl2). The yield is 81.0%. As a reaction SMILES: [Cl:1][C:2]1[CH:7]=[C:6]([Cl:8])[CH:5]=[CH:4][C:3]=1[OH:9].[Cl:10][S:11](O)(=[O:13])=[O:12]>O>[OH:9][C:3]1[C:2]([Cl:1])=[CH:7][C:6]([Cl:8])=[CH:5][C:4]=1[S:11]([Cl:10])(=[O:13])=[O:12].[CH2:6]([Cl:8])[Cl:10]. Procedure details: Molten 2,4-dichlorophenol (164.27 g) was added to 332 ml of chlorosulfonic acid at 36°-40° C. over one and one-half hours. After a 10 minute hold period at 38°-40° C. the reaction mixture was cooled to 24° C. and held for 1 hour. This solution was then pumped into 500 ml of water which had been cooled to 5° C. External cooling was required to maintain the quench slurry at 60° C. Once the quench was complete, the slurry was cooled to 45° C. and the agitation was stopped to allow the solids to set... The reactants are ice water, FC1=CC=C(C=C1)C(C(C)(N1CCOCC1)C)=O (1-(4-fluorophenyl)-2-methyl-2-morpholinopropan-1-one), N1CCOCC1 (morpholine), C([O-])([O-])=O.[K+].[K+] (potassium carbonate). Solvent: CS(=O)C (dimethyl sulfoxide). Conditions: temperature 160 celsius, time 18 hour. Product: CC(C(=O)C1=CC=C(C=C1)N1CCOCC1)(C)N1CCOCC1 (2-Methyl-1-(4-morpholinophenyl)-2-morpholinopropan-1-one). As a reaction SMILES: F[C:2]1[CH:7]=[CH:6][C:5]([C:8](=[O:18])[C:9]([CH3:17])([N:11]2[CH2:16][CH2:15][O:14][CH2:13][CH2:12]2)[CH3:10])=[CH:4][CH:3]=1.[NH:19]1[CH2:24][CH2:23][O:22][CH2:21][CH2:20]1.C(=O)([O-])[O-].[K+].[K+]>CS(C)=O>[CH3:10][C:9]([N:11]1[CH2:16][CH2:15][O:14][CH2:13][CH2:12]1)([CH3:17])[C:8]([C:5]1[CH:6]=[CH:7][C:2]([N:19]2[CH2:24][CH2:23][O:22][CH2:21][CH2:20]2)=[CH:3][CH:4]=1)=[O:18] |f:2.3.4|. Procedure details: 15.08 g (0.06 mol) of 1-(4-fluorophenyl)-2-methyl-2-morpholinopropan-1-one and 5.23 g (0,06 mol) of morpholine are dissolved in 25 ml of dimethyl sulfoxide, and the solution is heated to 160° C. together with 8.3 g (0.06 mol) of potassium carbonate. After 18 hours of stirring at about 160° C. the suspension is cooled down and is poured onto an ice-water mixture. The crystals are filtered off, are washed with water and are recrystallised from ethanol. Melting point 114°-116° C.